This data is from the Open Reaction Database (ORD), a public repository of structured organic reaction records. The task is: describe an organic reaction: reactants, conditions, products, and yield Starting materials: C1(=CC=C(C=C1)C(CCCC=C)=O)C1=CC=CC=C1 (1-Biphenyl-4-yl-hex-5-en-1-one), O (Water). Run in C(C)OCC (diethyl ether). Conditions: time 30 minute. The product is C1(=CC=C(C=C1)C(CCCC=C)O)C1=CC=CC=C1 (1-Biphenyl-4-yl-hex-5-en-1-ol). Reaction SMILES: [C:1]1([C:14]2[CH:19]=[CH:18][CH:17]=[CH:16][CH:15]=2)[CH:6]=[CH:5][C:4]([C:7](=[O:13])[CH2:8][CH2:9][CH2:10][CH:11]=[CH2:12])=[CH:3][CH:2]=1.O>C(OCC)C>[C:1]1([C:14]2[CH:15]=[CH:16][CH:17]=[CH:18][CH:19]=2)[CH:2]=[CH:3][C:4]([CH:7]([OH:13])[CH2:8][CH2:9][CH2:10][CH:11]=[CH2:12])=[CH:5][CH:6]=1. Procedure details: 1-Biphenyl-4-yl-hex-5-en-1-one (1 g) was dissolved in diethyl ether (25 ml) NaBH4 (2.5 g) was added and the mixture stirred for 30 minutes. Water (50 ml) was added and most of the solvent evaporated under vacuo. The residue was poured into water and the product extracted with ethyl acetate. The orgahic layer was dried (Na2SO4) and the ethyl acetate evaporated under vacuum to give a white solid. δC (CDCl3, 62.9 MHz): 25.2, 33.6, 38.5, 74.3, 114.8, 126.4, 127.1, 127.2, 128.8, 138.6, 140.5, 140.9 a... Reactants: ClC=1C=CC2=C(C=3SC(=CC3CCO2)C=2N(N=CN2)C2=C(C=C(C=C2)F)F)N1 (9-Chloro-2-[2-(2,4-difluoro-phenyl)-2H-[1,2,4]triazol-3-yl]-4,5-dihydro-6-oxa-1-thia-10-aza-benzo[e]azulene). The solvent is CC#N.O (CH3CN—H2O). Reaction conditions: temperature 120 celsius. The product is FC1=C(C=CC(=C1)F)N1N=CN=C1C1=CC=2CCOC3=C(C2S1)N=C(C=C3)C=3C=NC(=CC3)C (2-[2-(2,4-Difluoro-phenyl)-2H-[1,2,4]triazol-3-yl]-9-(6-methyl-pyridin-3-yl)-4,5-dihydro-6-oxa-1-thia-10-aza-benzo[e]azulene). Yield: 71.3%. As a reaction SMILES: Cl[C:2]1[CH:3]=[CH:4][C:5]2[O:14][CH2:13][CH2:12][C:11]3[CH:10]=[C:9]([C:15]4[N:16]([C:20]5[CH:25]=[CH:24][C:23]([F:26])=[CH:22][C:21]=5[F:27])[N:17]=[CH:18][N:19]=4)[S:8][C:7]=3[C:6]=2[N:28]=1>CC#N.O>[F:27][C:21]1[CH:22]=[C:23]([F:26])[CH:24]=[CH:25][C:20]=1[N:16]1[C:15]([C:9]2[S:8][C:7]3[C:6]4[N:28]=[C:2]([C:3]5[CH:2]=[N:28][C:6]([CH3:7])=[CH:5][CH:4]=5)[CH:3]=[CH:4][C:5]=4[O:14][CH2:13][CH2:12][C:11]=3[CH:10]=2)=[N:19][CH:18]=[N:17]1 |f:1.2|. Procedure details: 9-Chloro-2-[2-(2,4-difluoro-phenyl)-2H-[1,2,4]triazol-3-yl]-4,5-dihydro-6-oxa-1-thia-10-aza-benzo[e]azulene (416 mg, 1.0 mmol) 2-Methyl-5-(4,4,5,5-tetramethyl-[1,3,2]dioxaborolan-2-yl)-pyridine (262 mg, 1.2 mmol) Cs2CO3 (650 mg, 2.0 mmol) Pd(dppf)Cl2 (73 mg, 0.10 mmol) and CH3CN—H2O (1 1 4 mL) were added in a 10 mL of sealed tube, and the mixture was heated by microwave at 120° C. for 20 min under N2. The reaction mixture was filtered to gather the solution and water was added. The mixture was e... Starting materials: CC1(C)CNC(=S)N1, CN(C)C=O, Cc1cccc(C)c1N=C=O. Product: Cc1cccc(C)c1NC(=O)N1CC(C)(C)NC1=S. RXN SMILES: [CH3:1][C:2]1([CH3:8])[NH:3][C:4](=[S:7])[NH:5][CH2:6]1.[CH3:20][N:21]([CH3:22])[CH:23]=[O:24].[CH3:9][c:10]1[c:11]([N:17]=[C:18]=[O:19])[c:12]([CH3:16])[cH:13][cH:14][cH:15]1>>[CH3:1][C:2]1([CH3:8])[NH:3][C:4](=[S:7])[N:5]([C:18]([NH:17][c:11]2[c:10]([CH3:9])[cH:15][cH:14][cH:13][c:12]2[CH3:16])=[O:19])[CH2:6]1. The reactants are CC(=O)O, O=[N+]([O-])c1ccc(N2CCN(c3ccc(OCC(O)(Cn4cncn4)c4ccc(Cl)cc4Cl)cc3)CC2)cc1. Yields the product Nc1ccc(N2CCN(c3ccc(OCC(O)(Cn4cncn4)c4ccc(Cl)cc4Cl)cc3)CC2)cc1. Reaction SMILES: [CH3:40][C:41](=[O:42])[OH:43].[Cl:1][c:2]1[c:3]([C:9]([CH2:10][n:11]2[n:12][cH:13][n:14][cH:15]2)([CH2:16][O:17][c:18]2[cH:19][cH:20][c:21]([N:24]3[CH2:25][CH2:26][N:27]([c:30]4[cH:31][cH:32][c:33]([N+:36]([O-:37])=[O:38])[cH:34][cH:35]4)[CH2:28][CH2:29]3)[cH:22][cH:23]2)[OH:39])[cH:4][cH:5][c:6]([Cl:8])[cH:7]1>>[Cl:1][c:2]1[c:3]([C:9]([CH2:10][n:11]2[n:12][cH:13][n:14][cH:15]2)([CH2:16][O:17][c:18]2[cH:19][cH:20][c:21]([N:24]3[CH2:25][CH2:26][N:27]([c:30]4[cH:31][cH:32][c:33]([NH2:36])[cH:34][cH:35]4)[CH2:28][CH2:29]3)[cH:22][cH:23]2)[OH:39])[cH:4][cH:5][c:6]([Cl:8])[cH:7]1. Reactants: BrC=1C=C(C=C(C1OC)OC)C1=C(C(OC2=CC(=CC=C12)Cl)=N)C#N (4-(3-bromo-4,5-dimethoxy-phenyl)-7-chloro-3-cyano-2-imino-2H-chromene), NC1=CC=C2C(=C(C(OC2=C1)=N)C#N)C1=CC(=C(C(=C1)OC)OC)Br (7-amino-4-(3-bromo-4,5-dimethoxy-phenyl)-3-cyano-2-imino-2H-chromene), C(C)(C)(C)ON=O (t-butyl-nitrite), CuCl2. Yields the product NC=1OC2=CC(=CC=C2C(C1C#N)C1=CC(=C(C(=C1)OC)OC)Br)Cl (2-Amino-4-(3-bromo-4,5-dimethoxy-phenyl)-7-chloro-3-cyano-4H-chromene), solid. Reaction SMILES: [Br:1][C:2]1[CH:3]=[C:4]([C:12]2[C:21]3[C:16](=[CH:17][C:18]([Cl:22])=[CH:19][CH:20]=3)[O:15][C:14](=[NH:23])[C:13]=2[C:24]#[N:25])[CH:5]=[C:6]([O:10][CH3:11])[C:7]=1[O:8][CH3:9].NC1C=C2C(C(C3C=C(OC)C(OC)=C(Br)C=3)=C(C#N)C(=N)O2)=CC=1.C(ON=O)(C)(C)C>>[NH2:23][C:14]1[O:15][C:16]2[C:21]([CH:12]([C:4]3[CH:5]=[C:6]([O:10][CH3:11])[C:7]([O:8][CH3:9])=[C:2]([Br:1])[CH:3]=3)[C:13]=1[C:24]#[N:25])=[CH:20][CH:19]=[C:18]([Cl:22])[CH:17]=2. Procedure: 4-(3-bromo-4,5-dimethoxy-phenyl)-7-chloro-3-cyano-2-imino-2H-chromene: The title compound was prepared from 7-amino-4-(3-bromo-4,5-dimethoxy-phenyl)-3-cyano-2-imino-2H-chromene (82 mg, 0.205 mmol), t-butyl-nitrite (0.8 mL, 6 mmol) and CuCl2 (104 mg, 0.774 mmol) by a procedure similar to Example 62b and isolated as a yellow solid (16 mg). 1H NMR (CDCl3): 7.82 (s, 1H), 7.22–7.16 (m, 4H), 6.94 (d, J=1.8 Hz, 1H), 3.96 (s, 3H), 3.92 (s, 3H). Conditions: time 16 hour. The solvent is ClCCl (dichloromethane), C(C)(=O)OCC (ethyl acetate). Starting materials: [I-].C[N+]1=C(C=CC=C1)Cl (1-methyl-2-chloropyridinium iodide), COC1=C(N)C=C(C=C1)C1=NC=CC(=C1)C (2-methoxy-5-(4-methylpyridin-2-yl)aniline), C(C)(C)(C)OC(=O)NC(=S)NC(=O)OC(C)(C)C (N,N′-bis(tert-butoxycarbonyl)thiourea), C(C)(C)N(CC)C(C)C (diisopropylethylamine). Yield: 53.3%. Procedure details: To a suspension of 2-methoxy-5-(4-methylpyridin-2-yl)aniline (294 mg), N,N′-bis(tert-butoxycarbonyl)thiourea (455 mg) and diisopropylethylamine (0.55 ml) in dichloromethane (15 ml) was added 1-methyl-2-chloropyridinium iodide (455 mg), and the mixture was stirred for 16 hours. The mixture was diluted with ethyl acetate, washed with water and brine, dried over magnesium sulfate and evaporated under reduced pressure. The residue was purified by column chromatography (silica gel 70 g, n-hexane:ethy... Reaction SMILES: [CH3:1][O:2][C:3]1[CH:9]=[CH:8][C:7]([C:10]2[CH:15]=[C:14]([CH3:16])[CH:13]=[CH:12][N:11]=2)=[CH:6][C:4]=1[NH2:5].[C:17]([O:21][C:22]([NH:24][C:25]([NH:27][C:28]([O:30][C:31]([CH3:34])([CH3:33])[CH3:32])=[O:29])=S)=[O:23])([CH3:20])([CH3:19])[CH3:18].C(N(C(C)C)CC)(C)C.[I-].C[N+]1C=CC=CC=1Cl>ClCCl.C(OCC)(=O)C>[C:31]([O:30][C:28]([NH:27][C:25]([NH:24][C:22]([O:21][C:17]([CH3:20])([CH3:19])[CH3:18])=[O:23])=[N:5][C:4]1[CH:6]=[C:7]([C:10]2[CH:15]=[C:14]([CH3:16])[CH:13]=[CH:12][N:11]=2)[CH:8]=[CH:9][C:3]=1[O:2][CH3:1])=[O:29])([CH3:34])([CH3:33])[CH3:32] |f:3.4|. Yields the product C(C)(C)(C)OC(=O)NC(=NC1=C(C=CC(=C1)C1=NC=CC(=C1)C)OC)NC(=O)OC(C)(C)C (N,N′-bis(tert-butoxycarbonyl)-N″-(2-methoxy-5-(4-methylpyridin-2-yl)phenyl)guanidine). Starting materials: C(C1=CC=CC=C1)N1CCC=CC1 (1-benzyl-1,2,3,6-tetrahydropyridine), [OH-].[Na+] (NaOH), C1CC(=O)N(C1=O)Br (NBS). The reagents and catalysts are FC(C(=O)O)(F)F (trifluoroacetic acid). Solvent: O (water). Run at time 8 hour. Product: C(C1=CC=CC=C1)N1CC2OC2CC1 (3-benzyl-7-oxa-3-azabicyclo[4.1.0]heptane). Isolated yield 3337.2%. Reaction SMILES: [CH2:1]([N:8]1[CH2:13][CH:12]=[CH:11][CH2:10][CH2:9]1)[C:2]1[CH:7]=[CH:6][CH:5]=[CH:4][CH:3]=1.C1C(=O)N(Br)C(=[O:17])C1.[OH-].[Na+]>O.FC(F)(F)C(O)=O>[CH2:1]([N:8]1[CH2:9][CH2:10][CH:11]2[CH:12]([O:17]2)[CH2:13]1)[C:2]1[CH:7]=[CH:6][CH:5]=[CH:4][CH:3]=1 |f:2.3|. Procedure details: 3.36 g of 1-benzyl-1,2,3,6-tetrahydropyridine (0.19 mmol) was dissolved in 35 mL of water containing 1.5 mL of trifluoroacetic acid (0.2 mmol). To that solution 5.87 g of NBS was added in small portions. After 4 hs reaction mixture was transferred to 50 mL of 20% NaOH solution and stirred overnight. On the morning reaction mixture was extracted with dichloromethane and combined organic fractions were dried over sodium sulfate and concentrated. The residue was purified on silica gel column using ...